This data is from the Open Reaction Database (ORD), a public repository of structured organic reaction records. The task is: describe an organic reaction: reactants, conditions, products, and yield Starting materials: COc1ccc(Nc2cc(-c3ccccc3)ccc2C(=O)OC(C)(C)C)cc1, O=C(O)C(F)(F)F. Product: COc1ccc(Nc2cc(-c3ccccc3)ccc2C(=O)O)cc1. RXN SMILES: [CH3:1][O:2][c:3]1[cH:4][cH:5][c:6]([NH:7][c:8]2[c:9]([C:10](=[O:11])[O:12][C:13]([CH3:14])([CH3:15])[CH3:16])[cH:17][cH:18][c:19](-[c:21]3[cH:22][cH:23][cH:24][cH:25][cH:26]3)[cH:20]2)[cH:27][cH:28]1.[OH:29][C:30]([C:31]([F:32])([F:33])[F:34])=[O:35]>>[CH3:1][O:2][c:3]1[cH:4][cH:5][c:6]([NH:7][c:8]2[c:9]([C:10](=[O:11])[OH:12])[cH:17][cH:18][c:19](-[c:21]3[cH:22][cH:23][cH:24][cH:25][cH:26]3)[cH:20]2)[cH:27][cH:28]1. Starting materials: CC(=O)[O-], CC(=O)[O-], O=C([O-])O, CCC(C#Cc1ccc(C(CC)(CC)c2ccc(B3OC(C)(C)C(C)(C)O3)c(C)c2)cc1C)(CC)O[Si](C)(C)C, COC(=O)Cc1ccc(Br)cc1, Cc1ccccc1, COc1cccc(OC)c1-c1ccccc1P(C1CCCCC1)C1CCCCC1, [K+], [K+], [K+], [Na+], O, O=P([O-])([O-])[O-], [Pd+2]. Yields the product CCC(C#Cc1ccc(C(CC)(CC)c2ccc(-c3ccc(CC(=O)OC)cc3)c(C)c2)cc1C)(CC)O[Si](C)(C)C. RXN SMILES: [C:102]([O-:103])(=[O:104])[CH3:105].[C:107]([O-:108])(=[O:109])[CH3:110].[C:90](=[O:91])([OH:92])[O-:93].[CH2:50]([CH3:51])[C:52]([CH2:53][CH3:54])([c:55]1[cH:56][c:57]([CH3:73])[c:58]([C:61]#[C:62][C:63]([CH2:64][CH3:65])([O:66][Si:67]([CH3:68])([CH3:69])[CH3:70])[CH2:71][CH3:72])[cH:59][cH:60]1)[c:74]1[cH:75][c:76]([CH3:89])[c:77]([B:80]2[O:81][C:82]([CH3:83])([CH3:84])[C:85]([CH3:86])([CH3:87])[O:88]2)[cH:78][cH:79]1.[CH3:1][O:2][C:3]([CH2:4][c:5]1[cH:6][cH:7][c:8]([Br:11])[cH:9][cH:10]1)=[O:12].[CH3:95][c:96]1[cH:97][cH:98][cH:99][cH:100][cH:101]1.[CH:13]1([P:14]([CH:15]2[CH2:16][CH2:17][CH2:18][CH2:19][CH2:20]2)[c:21]2[cH:22][cH:23][cH:24][cH:25][c:26]2-[c:27]2[c:28]([O:29][CH3:30])[cH:31][cH:32][cH:33][c:34]2[O:35][CH3:36])[CH2:37][CH2:38][CH2:39][CH2:40][CH2:41]1.[K+:47].[K+:48].[K+:49].[Na+:94].[OH2:111].[P:42]([O-:43])([O-:44])([O-:45])=[O:46].[Pd+2:106]>>[CH3:1][O:2][C:3]([CH2:4][c:5]1[cH:6][cH:7][c:8](-[c:77]2[c:76]([CH3:89])[cH:75][c:74]([C:52]([CH2:50][CH3:51])([CH2:53][CH3:54])[c:55]3[cH:56][c:57]([CH3:73])[c:58]([C:61]#[C:62][C:63]([CH2:64][CH3:65])([O:66][Si:67]([CH3:68])([CH3:69])[CH3:70])[CH2:71][CH3:72])[cH:59][cH:60]3)[cH:79][cH:78]2)[cH:9][cH:10]1)=[O:12]. The product is COC(=O)c1ccc(OCc2ccccc2)cc1O. Starting materials: [Br-], O=C([O-])[O-], CCCC[N+](CCCC)(CCCC)CCCC, CC(C)=O, ClCc1ccccc1, [I-], [K+], [K+], [K+], COC(=O)c1ccc(O)cc1O. RXN SMILES: [Br-:29].[C:21](=[O:22])([O-:23])[O-:24].[CH3:30][CH2:31][CH2:32][CH2:33][N+:34]([CH2:35][CH2:36][CH2:37][CH3:38])([CH2:39][CH2:40][CH2:41][CH3:42])[CH2:43][CH2:44][CH2:45][CH3:46].[CH3:47][C:48](=[O:49])[CH3:50].[Cl:13][CH2:14][c:15]1[cH:16][cH:17][cH:18][cH:19][cH:20]1.[I-:28].[K+:25].[K+:26].[K+:27].[OH:1][c:2]1[c:3]([C:4](=[O:5])[O:6][CH3:7])[cH:8][cH:9][c:10]([OH:12])[cH:11]1>>[OH:1][c:2]1[c:3]([C:4](=[O:5])[O:6][CH3:7])[cH:8][cH:9][c:10]([O:12][CH2:14][c:15]2[cH:16][cH:17][cH:18][cH:19][cH:20]2)[cH:11]1. The reactants are C(#N)C1=CC=C(C=C1)NC1=NN2C(C=CC=C2N[C@@H]2CN(CCC2)C(=O)OC(C)(C)C)=N1 ((S)-tert-Butyl 3-(2-(4-cyanophenylamino)-[1,2,4]triazolo[1,5-a]pyridin-5-ylamino)piperidine-1-carboxylate), BrC1=CC=CC=2N1N=C(N2)NC2=CC=C(C#N)C=C2 (4-(5-bromo-[1,2,4]triazolo[1,5-a]pyridin-2-ylamino)benzonitrile), N[C@@H]1CN(CCC1)C(=O)OC(C)(C)C ((5)-tert-butyl 3-aminopiperidine-1-carboxylate), C([O-])([O-])=O.[Cs+].[Cs+] (cesium carbonate), C1(=CC=CC=C1)P(C1=CC=CC=2C(C3=CC=CC(=C3OC12)P(C1=CC=CC=C1)C1=CC=CC=C1)(C)C)C1=CC=CC=C1 (4,5-bis(diphenylphosphino)-9,9-dimethylxanthene), tris(dibezylideneacetone)palladium. Run in [Cl-].[Na+].O (brine), O1CCOCC1 (dioxane). Run at temperature 100 celsius. The product is N1C[C@H](CCC1)NC1=CC=CC=2N1N=C(N2)NC2=CC=C(C(=O)N)C=C2 ((S)-4-(5-(Piperidin-3-ylamino)-[1,2,4]triazolo[1,5-a]pyridin-2-ylamino)benzamide). The yield is 35.0%. RXN SMILES: [C:1]([C:3]1[CH:8]=[CH:7][C:6]([NH:9][C:10]2[N:32]=[C:13]3[CH:14]=[CH:15][CH:16]=[C:17]([NH:18][C@H:19]4[CH2:24][CH2:23][CH2:22][N:21](C(OC(C)(C)C)=O)[CH2:20]4)[N:12]3[N:11]=2)=[CH:5][CH:4]=1)#[N:2].BrC1N2N=C(NC3C=CC(C#N)=CC=3)N=C2C=CC=1.N[C@H]1CCCN(C(OC(C)(C)C)=[O:60])C1.C(=O)([O-])[O-].[Cs+].[Cs+].C1(P(C2C=CC=CC=2)C2C3OC4C(=CC=CC=4P(C4C=CC=CC=4)C4C=CC=CC=4)C(C)(C)C=3C=CC=2)C=CC=CC=1>O1CCOCC1.[Cl-].[Na+].O>[NH:21]1[CH2:22][CH2:23][CH2:24][C@H:19]([NH:18][C:17]2[N:12]3[N:11]=[C:10]([NH:9][C:6]4[CH:7]=[CH:8][C:3]([C:1]([NH2:2])=[O:60])=[CH:4][CH:5]=4)[N:32]=[C:13]3[CH:14]=[CH:15][CH:16]=2)[CH2:20]1 |f:3.4.5,8.9.10|. Reported procedure: (S)-tert-Butyl 3-(2-(4-cyanophenylamino)-[1,2,4]triazolo[1,5-a]pyridin-5-ylamino)piperidine-1-carboxylate. To an orange solution of 4-(5-bromo-[1,2,4]triazolo[1,5-a]pyridin-2-ylamino)benzonitrile (0.250 g, 0.796 mmol) in dioxane (10 mL) was added (5)-tert-butyl 3-aminopiperidine-1-carboxylate (0.319 g, 1.592 mmol), cesium carbonate (0.519 g, 1.592 mmol), 4,5-bis(diphenylphosphino)-9,9-dimethylxanthene (0.092 g, 0.159 mmol) and tris(dibezylideneacetone)palladium (0.077 g, 0.084 mmol) at room temp... Reactants: ClC1=C(C=CC(=C1)Cl)NC1=C(C=CC(=N1)C(=O)O)C (6-(2,4-dichloro-phenylamino)-5-methyl-pyridine-2-carboxylic acid), COC(C(N)(C)C)=O (2-methyl-alanine methyl ester). Product: ClC1=C(C=CC(=C1)Cl)NC1=C(C=CC(=N1)C(=O)NC(C(=O)OC)(C)C)C (Methyl 2-(6-(2,4-dichlorophenylamino)-5-methylpicolinamido)-2-methylpropanoate). RXN SMILES: [Cl:1][C:2]1[CH:7]=[C:6]([Cl:8])[CH:5]=[CH:4][C:3]=1[NH:9][C:10]1[N:15]=[C:14]([C:16]([OH:18])=O)[CH:13]=[CH:12][C:11]=1[CH3:19].[CH3:20][O:21][C:22](=[O:27])[C:23]([CH3:26])([CH3:25])[NH2:24]>>[Cl:1][C:2]1[CH:7]=[C:6]([Cl:8])[CH:5]=[CH:4][C:3]=1[NH:9][C:10]1[N:15]=[C:14]([C:16]([NH:24][C:23]([CH3:26])([CH3:25])[C:22]([O:21][CH3:20])=[O:27])=[O:18])[CH:13]=[CH:12][C:11]=1[CH3:19]. Reported procedure: The title compound was synthesized in analogy to Example 4 b, using 6-(2,4-dichloro-phenylamino)-5-methyl-pyridine-2-carboxylic acid and 2-methyl-alanine methyl ester as starting materials, MS (EI): m/e 396.0 [M+H]+. Starting materials: NC(C(=O)O)C=1N=CSC1 (2-Amino-2-(thiazol-4-yl)acetic acid), [OH-].[Na+] (sodium hydroxide), [OH-].[Na+] (sodium hydroxide), O=C1N(CCN1S(=O)(=O)C)C(=O)Cl (2-Oxo-3-methylsulphonylimidazolidin-1-ylcarbonyl chloride). Run in O (water). Conditions: time 1 hour. Yields the product O=C1N(CCN1S(=O)(=O)C)C(=O)NC(C(=O)O)C=1N=CSC1 (2-[2-Oxo-3-methylsulphonylimidazolidin-1-ylcarbonylamino]-2-(thiazol-4-yl)acetic acid). The yield is 53.0%. RXN SMILES: [NH2:1][CH:2]([C:6]1[N:7]=[CH:8][S:9][CH:10]=1)[C:3]([OH:5])=[O:4].[OH-].[Na+].[O:13]=[C:14]1[N:18]([S:19]([CH3:22])(=[O:21])=[O:20])[CH2:17][CH2:16][N:15]1[C:23](Cl)=[O:24]>O>[O:13]=[C:14]1[N:18]([S:19]([CH3:22])(=[O:21])=[O:20])[CH2:17][CH2:16][N:15]1[C:23]([NH:1][CH:2]([C:6]1[N:7]=[CH:8][S:9][CH:10]=1)[C:3]([OH:5])=[O:4])=[O:24] |f:1.2|. Procedure details: DL-2-Amino-2-(thiazol-4-yl)acetic acid (214 mg) [prepared by the method described in J. Med. Chem. 16, 978 (1973)] was taken up in water (10 ml) and the pH was adjusted to 6.5 by the addition of 2N sodium hydroxide solution. 2-Oxo-3-methylsulphonylimidazolidin-1-ylcarbonyl chloride (310 mg) was added to the stirred solution at room temperature in portions; the pH being maintained between 6.0 and 7.0 by the addition of 2N sodium hydroxide solution. When the addition was complete, the mixture was ... Reactants: COC(=O)C(Cl)(c1ccccc1)C(C)(C)C, CC#N, c1c[nH]cn1. The product is COC(=O)C(c1ccccc1)(c1ncc[nH]1)C(C)(C)C. Reaction SMILES: [CH3:1][O:2][C:3]([C:4]([Cl:5])([C:6]([CH3:7])([CH3:8])[CH3:9])[c:10]1[cH:11][cH:12][cH:13][cH:14][cH:15]1)=[O:16].[CH3:22][C:23]#[N:24].[nH:17]1[cH:18][n:19][cH:20][cH:21]1>>[CH3:1][O:2][C:3]([C:4]([C:6]([CH3:7])([CH3:8])[CH3:9])([c:10]1[cH:11][cH:12][cH:13][cH:14][cH:15]1)[c:18]1[nH:17][cH:21][cH:20][n:19]1)=[O:16]. The reactants are CC(=O)O, CC(=O)OC(C)=O, COc1cc(OC(C)C)ccc1C(=O)O, O=[N+]([O-])O. Product: COc1cc(OC(C)C)c([N+](=O)[O-])cc1C(=O)O. As a reaction SMILES: [CH3:20][C:21](=[O:22])[OH:23].[CH3:24][C:25]([O:26][C:27](=[O:28])[CH3:29])=[O:30].[CH:1]([CH3:2])([CH3:3])[O:4][c:5]1[cH:6][c:7]([O:14][CH3:15])[c:8]([C:9](=[O:10])[OH:11])[cH:12][cH:13]1.[OH:16][N+:17]([O-:18])=[O:19]>>[CH:1]([CH3:2])([CH3:3])[O:4][c:5]1[cH:6][c:7]([O:14][CH3:15])[c:8]([C:9](=[O:10])[OH:11])[cH:12][c:13]1[N+:17](=[O:16])[O-:18]. The reactants are [BH4-].[Na+] (NaBH4), C/C(/C(=O)OCC)=C\C(C)=O (ethyl (2E)-2-methyl-4-oxopent-2-enoate), Cl (HCl). Run in CO (MeOH). Conditions: temperature 0 celsius, time 3 hour. Yields the product OC(/C=C(/C(=O)OCC)\C)C (rac-Ethyl (2E)-4-hydroxy-2-methylpent-2-enoate). The yield is 79.0%. RXN SMILES: [CH3:1]/[C:2](=[CH:8]\[C:9](=[O:11])[CH3:10])/[C:3]([O:5][CH2:6][CH3:7])=[O:4].[BH4-].[Na+].Cl>CO>[OH:11][CH:9]([CH3:10])/[CH:8]=[C:2](\[CH3:1])/[C:3]([O:5][CH2:6][CH3:7])=[O:4] |f:1.2|. Procedure details: 28 (ethyl (2E)-2-methyl-4-oxopent-2-enoate) (HPLC: ˜84 area %, 16.73 g, 90 mmol) is dissolved in MeOH (500 ml) and cooled to 0° C. To the resulting solution is added NaBH4 (1.04 g, 27.5 mmol) in portions over 30 min. After 3 hours additional stirring at 0° C., the pH is adjusted to 5 with 2 M HCl (12 ml). The reaction mixture is concentrated under reduced pressure at room temperature. H2O (100 ml) is added. After acidification with 2 M HCl to pH 1, extraction with tBuOMe (1 and 0.5 l) follows. T... Reactants: IC (Iodomethane), C(=O)([O-])[O-].[K+].[K+] (K2CO3), ClC=1C(=C(SC1)NC(CN1C=2N(C=CC1=O)N=CC2)=O)C2=NNC=N2 (N-(4-chloro-3-(1H-1,2,4-triazol-3-yl)thiophen-2-yl)-2-(5-oxopyrazolo[1,5-a]pyrimidin-4(5H)-yl)acetamide). Run in CN(C)C=O (DMF), C(C)(=O)OCC (ethyl acetate). Reaction conditions: time 30 minute. The product is ClC=1C(=C(SC1)NC(CN1C=2N(C=CC1=O)N=CC2)=O)C2=NN(C=N2)C (N-(4-chloro-3-(1-methyl-1H-1,2,4-triazol-3-yl)thiophen-2-yl)-2-(5-oxopyrazolo[1,5-a]pyrimidin-4(5H)-yl)acetamide). RXN SMILES: IC.[C:3]([O-])([O-])=O.[K+].[K+].[Cl:9][C:10]1[C:11]([C:29]2[N:33]=[CH:32][NH:31][N:30]=2)=[C:12]([NH:15][C:16](=[O:28])[CH2:17][N:18]2[C:23](=[O:24])[CH:22]=[CH:21][N:20]3[N:25]=[CH:26][CH:27]=[C:19]23)[S:13][CH:14]=1>CN(C=O)C.C(OCC)(=O)C>[Cl:9][C:10]1[C:11]([C:29]2[N:33]=[CH:32][N:31]([CH3:3])[N:30]=2)=[C:12]([NH:15][C:16](=[O:28])[CH2:17][N:18]2[C:23](=[O:24])[CH:22]=[CH:21][N:20]3[N:25]=[CH:26][CH:27]=[C:19]23)[S:13][CH:14]=1 |f:1.2.3|. Procedure details: Iodomethane (36 mg, 0.255 mmol) and K2CO3 (44 mg, 0.319 mmol) were added to a solution of N-(4-chloro-3-(1H-1,2,4-triazol-3-yl)thiophen-2-yl)-2-(5-oxopyrazolo[1,5-a]pyrimidin-4(5H)-yl)acetamide (80 mg, 0.212 mmol) in DMF (1 mL). The reaction mixture was stirred at room temperature for 30 minutes and was subsequently diluted with ethyl acetate and washed with brine. The organic phase was dried (Na2SO4), filtered, concentrated under vacuum and purified by preparative HPLC to give N-(4-chloro-3-(1-...